From a dataset of the Open Reaction Database (ORD), a public repository of structured organic reaction records. describe an organic reaction: reactants, conditions, products, and yield Conditions: time 1 hour. The product is [N+](=O)([O-])C1=CC=C2C[C@H](NCC2=C1)C(=O)N[C@@H]1CCCC2=CC=CC=C12 ((S)-7-Nitro-N—((R)-1,2,3,4-tetrahydronaphthalen-1-yl)-1,2,3,4-tetrahydroisoquinoline-3-carboxamide). Reported procedure: To a solution of (S)-tert-butyl 7-nitro-3-(((R)-1,2,3,4-tetrahydronaphthalen-1-yl)carbamoyl)-3,4-dihydroisoquinoline-2(1H)-carboxylate (Compound C of Example 20, 4.45 g, 9.86 mmol) in CH2Cl2 (49 mL) was added TFA (11.4 mL, 148 mmol). The resulting solution was stirred at room temperature for 1 h and then quenched carefully with sat. NaHCO3 until bubbling ceased. The aqueous layer was extracted with CH2Cl2 (3×), and the combined organic extracts were washed with sat. NaHCO3, water and sat. NaCl. ... Run in C(Cl)Cl (CH2Cl2). Starting materials: [N+](=O)([O-])C1=CC=C2C[C@H](N(CC2=C1)C(=O)OC(C)(C)C)C(N[C@@H]1CCCC2=CC=CC=C12)=O ((S)-tert-butyl 7-nitro-3-(((R)-1,2,3,4-tetrahydronaphthalen-1-yl)carbamoyl)-3,4-dihydroisoquinoline-2(1H)-carboxylate), [N+](=O)([O-])C1=CC=C2C[C@H](N(CC2=C1)C(=O)OC(C)(C)C)C(N[C@@H]1CCCC2=CC=CC=C12)=O ((S)-tert-butyl 7-nitro-3-(((R)-1,2,3,4-tetrahydronaphthalen-1-yl)carbamoyl)-3,4-dihydroisoquinoline-2(1H)-carboxylate), C(=O)(C(F)(F)F)O (TFA). Isolated yield 97.6%. Reaction SMILES: [N+:1]([C:4]1[CH:13]=[C:12]2[C:7]([CH2:8][C@@H:9]([C:21](=[O:33])[NH:22][C@H:23]3[C:32]4[C:27](=[CH:28][CH:29]=[CH:30][CH:31]=4)[CH2:26][CH2:25][CH2:24]3)[N:10](C(OC(C)(C)C)=O)[CH2:11]2)=[CH:6][CH:5]=1)([O-:3])=[O:2].C(O)(C(F)(F)F)=O>C(Cl)Cl>[N+:1]([C:4]1[CH:13]=[C:12]2[C:7]([CH2:8][C@@H:9]([C:21]([NH:22][C@H:23]3[C:32]4[C:27](=[CH:28][CH:29]=[CH:30][CH:31]=4)[CH2:26][CH2:25][CH2:24]3)=[O:33])[NH:10][CH2:11]2)=[CH:6][CH:5]=1)([O-:3])=[O:2]. Reactants: C(CCC)N (butylamine), solid, C[Si](C)(C)C#C (trimethylsilyl acetylene), C(=C)Cl (vinyl chloride), ClC=CC#CCOC1OCCCC1 (5-chloro-1-(2-tetrahydropyranyloxy)-4-pentene-2-yne). Reagents/catalysts: C1=CC=C(C=C1)P(C2=CC=CC=C2)C3=CC=CC=C3.C1=CC=C(C=C1)P(C2=CC=CC=C2)C3=CC=CC=C3.C1=CC=C(C=C1)P(C2=CC=CC=C2)C3=CC=CC=C3.C1=CC=C(C=C1)P(C2=CC=CC=C2)C3=CC=CC=C3.[Pd] (tetrakis(triphenylphosphine) palladium(O)), [Cu]I (copper (I) iodide). The solvent is [Al] (aluminum), O1CCCC1 (tetrahydrofuran). Product: O1C(CCCC1)OCC#CC=CC#C[Si](C)(C)C (7-(2-tetrahydropyranyloxy)-1-(trimethylsilyl)-3-heptene-1,5-diyne). Isolated yield 89.1%. RXN SMILES: C(Cl)=C.Cl[CH:5]=[CH:6][C:7]#[C:8][CH2:9][O:10][CH:11]1[CH2:16][CH2:15][CH2:14][CH2:13][O:12]1.C(N)CCC.[CH3:22][Si:23]([C:26]#[CH:27])([CH3:25])[CH3:24]>O1CCCC1.[Al].C1C=CC(P(C2C=CC=CC=2)C2C=CC=CC=2)=CC=1.C1C=CC(P(C2C=CC=CC=2)C2C=CC=CC=2)=CC=1.C1C=CC(P(C2C=CC=CC=2)C2C=CC=CC=2)=CC=1.C1C=CC(P(C2C=CC=CC=2)C2C=CC=CC=2)=CC=1.[Pd].[Cu]I>[O:12]1[CH2:13][CH2:14][CH2:15][CH2:16][CH:11]1[O:10][CH2:9][C:8]#[C:7][CH:6]=[CH:5][C:27]#[C:26][Si:23]([CH3:25])([CH3:24])[CH3:22] |f:6.7.8.9.10|. Procedure details: Degassed anhydrous tetrahydrofuran (500 mL) was added to 5.86 g (4.32 mmol) solid tetrakis(triphenylphosphine) palladium(O) and copper (I) iodide (5.17 g, 27.1 mmol) stirring under argon. A solution of the vinyl chloride (compound M of step (a) 45.38 g, 226.1 mmol) in 100 mL of dry tetrahydrofuran was added via cannula followed immediately by the addition of 45 mL (455 mmol) neat butylamine. The flask was wrapped in aluminum foil to exclude light and then 41.6 mL (294 mmol) of trimethylsilyl ace...